From a dataset of the Open Reaction Database (ORD), a public repository of structured organic reaction records. describe an organic reaction: reactants, conditions, products, and yield Procedure details: 2-Methoxy-7-(2-methoxy-4,6-dimethylphenyl)-3-nitrosopyrazolo[1,5-a]pyridine (200 mg) was suspended in ethanol (10 mL), and then water (5 mL), acetic acid (0.5 mL) and zinc powder (200 mg) were added and the mixture was heated and stirred at 60° C. for 1 hour. The reaction mixture was filtered, water was added to the filtrate, extraction was performed with ethyl acetate and the organic layer was washed with saturated aqueous sodium hydrogencarbonate and brine. The obtained organic layer was dried... Run at temperature 60 celsius, time 1 hour. The reagents and catalysts are [Zn] (zinc). Reactants: O (water), C(C)(=O)O (acetic acid), COC1=NN2C(C=CC=C2C2=C(C=C(C=C2C)C)OC)=C1N=O (2-Methoxy-7-(2-methoxy-4,6-dimethylphenyl)-3-nitrosopyrazolo[1,5-a]pyridine). Solvent: C(C)O (ethanol). Reaction SMILES: [CH3:1][O:2][C:3]1[C:21]([N:22]=O)=[C:6]2[CH:7]=[CH:8][CH:9]=[C:10]([C:11]3[C:16]([CH3:17])=[CH:15][C:14]([CH3:18])=[CH:13][C:12]=3[O:19][CH3:20])[N:5]2[N:4]=1.O.C(O)(=O)C>C(O)C.[Zn]>[CH3:1][O:2][C:3]1[C:21]([NH2:22])=[C:6]2[CH:7]=[CH:8][CH:9]=[C:10]([C:11]3[C:16]([CH3:17])=[CH:15][C:14]([CH3:18])=[CH:13][C:12]=3[O:19][CH3:20])[N:5]2[N:4]=1. Product: COC1=NN2C(C=CC=C2C2=C(C=C(C=C2C)C)OC)=C1N (2-methoxy-7-(2-methoxy-4,6-dimethylphenyl)pyrazolo[1,5-a]pyridine-3-amine).